This data is from the Open Reaction Database (ORD), a public repository of structured organic reaction records. The task is: describe an organic reaction: reactants, conditions, products, and yield Starting materials: COc1ccc(P2(=S)SP(=S)(c3ccc(OC)cc3)S2)cc1, Cc1ccccc1, O=C(Nc1ccccc1F)c1ccccn1. Yields the product Fc1ccccc1NC(=S)c1ccccn1. Reaction SMILES: [CH3:17][O:18][c:19]1[cH:20][cH:21][c:22]([P:23]2(=[S:26])[S:24][P:25]([c:27]3[cH:28][cH:29][c:30]([O:31][CH3:32])[cH:33][cH:34]3)(=[S:35])[S:36]2)[cH:37][cH:38]1.[CH3:39][c:40]1[cH:41][cH:42][cH:43][cH:44][cH:45]1.[F:1][c:2]1[c:3]([NH:8][C:9](=[O:10])[c:11]2[n:12][cH:13][cH:14][cH:15][cH:16]2)[cH:4][cH:5][cH:6][cH:7]1>>[F:1][c:2]1[c:3]([NH:8][C:9]([c:11]2[n:12][cH:13][cH:14][cH:15][cH:16]2)=[S:26])[cH:4][cH:5][cH:6][cH:7]1. The reactants are Cc1cc(-c2cccc(C(=O)CC(=O)Nc3cc(C(F)(F)F)c(N4CCSCC4)cc3NC(=O)OC(C)(C)C)c2)on1, ClCCl, O=C(O)C(F)(F)F. As a reaction SMILES: [C:1]([O:2][C:3](=[O:4])[NH:7][c:8]1[c:9]([NH:24][C:25]([CH2:26][C:27](=[O:5])[c:29]2[cH:30][c:31](-[c:35]3[cH:36][c:37]([CH3:40])[n:38][o:39]3)[cH:32][cH:33][cH:34]2)=[O:41])[cH:10][c:11]([C:20]([F:21])([F:22])[F:23])[c:12]([N:14]2[CH2:15][CH2:16][S:17][CH2:18][CH2:19]2)[cH:13]1)([CH3:6])([CH3:28])[CH3:42].[Cl:50][CH2:51][Cl:52].[F:43][C:44]([F:45])([F:46])[C:47]([OH:48])=[O:49]>>[N:7]1=[C:27]([c:29]2[cH:30][c:31](-[c:35]3[cH:36][c:37]([CH3:40])[n:38][o:39]3)[cH:32][cH:33][cH:34]2)[CH2:26][C:25](=[O:41])[NH:24][c:9]2[c:8]1[cH:13][c:12]([N:14]1[CH2:15][CH2:16][S:17][CH2:18][CH2:19]1)[c:11]([C:20]([F:21])([F:22])[F:23])[cH:10]2. Product: Cc1cc(-c2cccc(C3=Nc4cc(N5CCSCC5)c(C(F)(F)F)cc4NC(=O)C3)c2)on1. Starting materials: CCN(C(C)C)C(C)C (DIPEA), ClC=1C(=NC(=NC1)NC1=C(C=C(C(=C1)[N+](=O)[O-])F)OC)C=1C=NN2C1C=CC=C2 (5-chloro-N-(4-fluoro-2-methoxy-5-nitrophenyl)-4-pyrazolo[1,5-a]pyridin-3-ylpyrimidin-2-amine), ClC=1C(=NC(=NC1)NC1=C(C=C(C(=C1)[N+](=O)[O-])F)OC)C=1C=NN2C1C=CC=C2 (5-chloro-N-(4-fluoro-2-methoxy-5-nitrophenyl)-4-pyrazolo[1,5-a]pyridin-3-ylpyrimidin-2-amine), CNCCN1CCN(CC1)C (N-methyl-2-(4-methylpiperazin-1-yl)ethanamine), CNCCN1CCN(CC1)C (N-methyl-2-(4-methylpiperazin-1-yl)ethanamine), CNCCN1CCN(CC1)C (N-methyl-2-(4-methylpiperazin-1-yl)ethanamine). The solvent is CC(=O)N(C)C (DMA). Reaction conditions: temperature 140 celsius. The product is ClC=1C(=NC(=NC1)NC1=C(C=C(C(=C1)[N+](=O)[O-])N(CCN1CCN(CC1)C)C)OC)C=1C=NN2C1C=CC=C2 (N-(5-Chloro-4-pyrazolo[1,5-a]pyridin-3-ylpyrimidin-2-yl)-2-methoxy-N′-methyl-N′-[2-(4-methylpiperazin-1-yl)ethyl]-5-nitrobenzene-1,4-diamine). Yield: 67.4%. RXN SMILES: CCN(C(C)C)C(C)C.[Cl:10][C:11]1[C:12]([C:30]2[CH:31]=[N:32][N:33]3[CH:38]=[CH:37][CH:36]=[CH:35][C:34]=23)=[N:13][C:14]([NH:17][C:18]2[CH:23]=[C:22]([N+:24]([O-:26])=[O:25])[C:21](F)=[CH:20][C:19]=2[O:28][CH3:29])=[N:15][CH:16]=1.[CH3:39][NH:40][CH2:41][CH2:42][N:43]1[CH2:48][CH2:47][N:46]([CH3:49])[CH2:45][CH2:44]1>CC(N(C)C)=O>[Cl:10][C:11]1[C:12]([C:30]2[CH:31]=[N:32][N:33]3[CH:38]=[CH:37][CH:36]=[CH:35][C:34]=23)=[N:13][C:14]([NH:17][C:18]2[CH:23]=[C:22]([N+:24]([O-:26])=[O:25])[C:21]([N:40]([CH3:39])[CH2:41][CH2:42][N:43]3[CH2:48][CH2:47][N:46]([CH3:49])[CH2:45][CH2:44]3)=[CH:20][C:19]=2[O:28][CH3:29])=[N:15][CH:16]=1. Procedure: DIPEA (0.105 mL, 0.60 mmol) was added to a mixture of 5-chloro-N-(4-fluoro-2-methoxy-5-nitrophenyl)-4-pyrazolo[1,5-a]pyridin-3-ylpyrimidin-2-amine (Intermediate 20, 0.207 g, 0.5 mmol) and N-methyl-2-(4-methylpiperazin-1-yl)ethanamine (Intermediate 109, 0.079 g, 0.50 mmol) in DMA (5 mL). The mixture was heated in a microwave at 140° C. for 3 h. An additional portion of N-methyl-2-(4-methylpiperazin-1-yl)ethanamine (8 mg, 0.05 mmol) was added and the mixture was heated in a microwave at 140° C. fo... Reaction SMILES: [Br:30][N:31]1[C:32]([CH3:33])([CH3:34])[C:35](=[O:36])[N:37]([Br:38])[C:39]1=[O:40].[NH2:1][c:2]1[n:3][cH:4][n:5][n:6]2[c:7]1[cH:8][cH:9][c:10]2-[c:11]1[cH:12][cH:13][c:14]([N:17]2[CH2:18][CH2:19][N:20]([C:23](=[O:24])[O:25][C:26]([CH3:27])([CH3:28])[CH3:29])[CH2:21][CH2:22]2)[cH:15][cH:16]1.[Na+:45].[Na+:46].[O:47]1[CH2:48][CH2:49][CH2:50][CH2:51]1.[S:41]([O-:42])([O-:43])=[O:44]>>[NH2:1][c:2]1[n:3][cH:4][n:5][n:6]2[c:7]1[c:8]([Br:30])[cH:9][c:10]2-[c:11]1[cH:12][cH:13][c:14]([N:17]2[CH2:18][CH2:19][N:20]([C:23](=[O:24])[O:25][C:26]([CH3:27])([CH3:28])[CH3:29])[CH2:21][CH2:22]2)[cH:15][cH:16]1. The product is CC(C)(C)OC(=O)N1CCN(c2ccc(-c3cc(Br)c4c(N)ncnn34)cc2)CC1. Starting materials: CC1(C)C(=O)N(Br)C(=O)N1Br, CC(C)(C)OC(=O)N1CCN(c2ccc(-c3ccc4c(N)ncnn34)cc2)CC1, [Na+], [Na+], C1CCOC1, O=S([O-])[O-].